Task: describe an organic reaction: reactants, conditions, products, and yield. Dataset: the Open Reaction Database (ORD), a public repository of structured organic reaction records Reactants: C1(CC1)C=1C=CC(=NC1OCC(C(F)(F)F)(F)F)C(=O)O (5-cyclopropyl-6-(2,2,3,3,3-pentafluoro-propoxy)-pyridine-2-carboxylic acid), Cl.FC1(C[C@@H](NC1)C(=O)N)F ((2R)-4,4-difluoropyrrolidine-2-carboxamide hydrochloride). The product is C1(CC1)C=1C=CC(=NC1OCC(C(F)(F)F)(F)F)C(=O)N1[C@H](CC(C1)(F)F)C(=O)N ((R)-1-[5-Cyclopropyl-6-(2,2,3,3,3-pentafluoro-propoxy)-pyridine-2-carbonyl]-4,4-difluoro-pyrrolidine-2-carboxylic acid amide). RXN SMILES: [CH:1]1([C:4]2[CH:5]=[CH:6][C:7]([C:19]([OH:21])=O)=[N:8][C:9]=2[O:10][CH2:11][C:12]([F:18])([F:17])[C:13]([F:16])([F:15])[F:14])[CH2:3][CH2:2]1.Cl.[F:23][C:24]1([F:32])[CH2:28][NH:27][C@@H:26]([C:29]([NH2:31])=[O:30])[CH2:25]1>>[CH:1]1([C:4]2[CH:5]=[CH:6][C:7]([C:19]([N:27]3[CH2:28][C:24]([F:32])([F:23])[CH2:25][C@@H:26]3[C:29]([NH2:31])=[O:30])=[O:21])=[N:8][C:9]=2[O:10][CH2:11][C:12]([F:17])([F:18])[C:13]([F:14])([F:16])[F:15])[CH2:2][CH2:3]1 |f:1.2|. Procedure details: The title compound was synthesized in analogy to Example 47 b, using 5-cyclopropyl-6-(2,2,3,3,3-pentafluoro-propoxy)-pyridine-2-carboxylic acid (30 mg, 96 μmol) and (2R)-4,4-difluoropyrrolidine-2-carboxamide hydrochloride (CAN 1315053-41-8; 19.8 mg, 106 μmol) as starting materials and isolated (38 mg, 89%) as white solid; LC-MS (UV peak area, ESI) 97%, 444.1155 [MH+].